The task is: describe an organic reaction: reactants, conditions, products, and yield. This data is from the Open Reaction Database (ORD), a public repository of structured organic reaction records. The reactants are [N+](=O)([O-])C1=C(C(=C2C(CC(O2)(C)NC(=O)N2CCN(CC2)C2=CC=C(C=C2)N2C=NC=C2)C1C)C)C ((±)-(5-nitro-2,4,6,7-tetramethyldihydrobenzofuran-2-yl)-[4-(4-imidazol-1-ylphenyl)-piperazin-1-yl]carboxamide), C(C)O (ethanol), C(C)(=O)O (acetic acid), [OH-].[Na+] (sodium hydroxide). The reagents and catalysts are [C].[Pd] (palladium carbon). Run in O (water). Reaction conditions: time 8 hour. The product is NC1=C(C(=C2C(CC(O2)(C)NC(=O)N2CCN(CC2)C2=CC=C(C=C2)N2C=NC=C2)C1C)C)C ((±)-(5-amino-2,4,6,7-tetramethyldihydrobenzofuran-2-yl)-[4-(4-imidazol-1-ylphenyl)-piperazin-1-yl]carboxamide). The yield is 67.8%. RXN SMILES: [N+:1]([C:4]1[CH:33]([CH3:34])[CH:8]2[CH2:9][C:10]([NH:13][C:14]([N:16]3[CH2:21][CH2:20][N:19]([C:22]4[CH:27]=[CH:26][C:25]([N:28]5[CH:32]=[CH:31][N:30]=[CH:29]5)=[CH:24][CH:23]=4)[CH2:18][CH2:17]3)=[O:15])([CH3:12])[O:11][C:7]2=[C:6]([CH3:35])[C:5]=1[CH3:36])([O-])=O.C(O)C.C(O)(=O)C.[OH-].[Na+]>[C].[Pd].O>[NH2:1][C:4]1[CH:33]([CH3:34])[CH:8]2[CH2:9][C:10]([NH:13][C:14]([N:16]3[CH2:17][CH2:18][N:19]([C:22]4[CH:27]=[CH:26][C:25]([N:28]5[CH:32]=[CH:31][N:30]=[CH:29]5)=[CH:24][CH:23]=4)[CH2:20][CH2:21]3)=[O:15])([CH3:12])[O:11][C:7]2=[C:6]([CH3:35])[C:5]=1[CH3:36] |f:3.4,5.6|. Procedure details: In an autoclave, 0.88 g of (±)-(5-nitro-2,4,6,7-tetramethyldihydrobenzofuran-2-yl)-[4-(4-imidazol-1-ylphenyl)-piperazin-1-yl]carboxamide and 0.5 g of 10% palladium carbon, 10 ml of ethanol and 5 ml of acetic acid were added, followed by stirring overnight under a hydrogen pressure of 10 kg/cm2. The reaction solution was poured into water, neutralized with a 1N sodium hydroxide solution and then extracted with chloroform. The organic layer was washed with saturated saline and then dried over anhy... The reactants are COC(=O)C1=CC=C(C=C1)[C@H](C)NC(=O)C=1C=CC=C2C=CN(C12)CC1CCN(CC1)C(=O)OC(C)(C)C (tert-butyl 4-{[7-({(1S)-1-[4-(methoxycarbonyl)phenyl]ethyl}carbamoyl)-1H-indol-1-yl]methyl}piperidine-1-carboxylate), C(C)OC(C)=O.Cl (hydrogen chloride ethyl acetate). Solvent: C1CCOC1 (THF). Run at time 1 hour. Product: Cl.N1CCC(CC1)CN1C=CC2=CC=CC(=C12)C(=O)N[C@@H](C)C1=CC=C(C(=O)OC)C=C1 (methyl 4-[(1S)-1-({[1-(piperidin-4-ylmethyl)-1H-indol-7-yl]carbonyl}amino)ethyl]benzoate hydrochloride). As a reaction SMILES: [CH3:1][O:2][C:3]([C:5]1[CH:10]=[CH:9][C:8]([C@@H:11]([NH:13][C:14]([C:16]2[CH:17]=[CH:18][CH:19]=[C:20]3[C:24]=2[N:23]([CH2:25][CH:26]2[CH2:31][CH2:30][N:29](C(OC(C)(C)C)=O)[CH2:28][CH2:27]2)[CH:22]=[CH:21]3)=[O:15])[CH3:12])=[CH:7][CH:6]=1)=[O:4].C(OC(=O)C)C.[ClH:45]>C1COCC1>[ClH:45].[NH:29]1[CH2:28][CH2:27][CH:26]([CH2:25][N:23]2[C:24]3[C:20](=[CH:19][CH:18]=[CH:17][C:16]=3[C:14]([NH:13][C@H:11]([C:8]3[CH:7]=[CH:6][C:5]([C:3]([O:2][CH3:1])=[O:4])=[CH:10][CH:9]=3)[CH3:12])=[O:15])[CH:21]=[CH:22]2)[CH2:31][CH2:30]1 |f:1.2,4.5|. Procedure: To a mixture of tert-butyl 4-{[7-({(1S)-1-[4-(methoxycarbonyl)phenyl]ethyl}carbamoyl)-1H-indol-1-yl]methyl}piperidine-1-carboxylate (1.67 g), and THF (20 mL) was added a 4 M hydrogen chloride ethyl acetate solution (2.0 mL) at room temperature, followed by stirring for 1 hour. The reaction mixture was stirred at 60° C. for 6 hours. The reaction mixture was concentrated under reduced pressure. The residue was washed with ethyl acetate and diethyl ether, collected by filtration, and dried under re... Starting materials: BrC=1N=C(C(=NC1)N(C(OC(C)(C)C)=O)C(=O)OC(C)(C)C)C#C (tert-butyl N-(5-bromo-3-ethynyl-pyrazin-2-yl)-N-tert-butoxycarbonyl-carbamate), CC1(OB(OC1(C)C)C1=CC=C(C=C1)S(=O)(=O)C1CN(CCC1)C(=O)OC(C)(C)C)C (tert-butyl 3-[4-(4,4,5,5-tetramethyl-1,3,2-dioxaborolan-2-yl)phenyl]sulfonylpiperidine-1-carboxylate), [O-]P(=O)([O-])[O-].[K+].[K+].[K+] (K3PO4). Solvent: CC#N (MeCN), O (water). Reaction conditions: time 1 hour. Yields the product C(C)(C)(C)OC(=O)N(C=1N=CC(=NC1C#C)C1=CC=C(C=C1)S(=O)(=O)C1CN(CCC1)C(=O)OC(C)(C)C)C(=O)OC(C)(C)C (tert-butyl 3-[4-[5-[bis(tert-butoxycarbonyl)amino]-6-ethynyl-pyrazin-2-yl]phenyl]sulfonylpiperidine-1-carboxylate). The yield is 75.9%. RXN SMILES: Br[C:2]1[N:3]=[C:4]([C:23]#[CH:24])[C:5]([N:8]([C:16]([O:18][C:19]([CH3:22])([CH3:21])[CH3:20])=[O:17])[C:9](=[O:15])[O:10][C:11]([CH3:14])([CH3:13])[CH3:12])=[N:6][CH:7]=1.CC1(C)C(C)(C)OB([C:33]2[CH:38]=[CH:37][C:36]([S:39]([CH:42]3[CH2:47][CH2:46][CH2:45][N:44]([C:48]([O:50][C:51]([CH3:54])([CH3:53])[CH3:52])=[O:49])[CH2:43]3)(=[O:41])=[O:40])=[CH:35][CH:34]=2)O1.[O-]P([O-])([O-])=O.[K+].[K+].[K+]>CC#N.O>[C:11]([O:10][C:9]([N:8]([C:16]([O:18][C:19]([CH3:22])([CH3:21])[CH3:20])=[O:17])[C:5]1[N:6]=[CH:7][C:2]([C:33]2[CH:38]=[CH:37][C:36]([S:39]([CH:42]3[CH2:47][CH2:46][CH2:45][N:44]([C:48]([O:50][C:51]([CH3:54])([CH3:53])[CH3:52])=[O:49])[CH2:43]3)(=[O:41])=[O:40])=[CH:35][CH:34]=2)=[N:3][C:4]=1[C:23]#[CH:24])=[O:15])([CH3:14])([CH3:13])[CH3:12] |f:2.3.4.5|. Procedure details: tert-butyl N-(5-bromo-3-ethynyl-pyrazin-2-yl)-N-tert-butoxycarbonyl-carbamate (2 g, 5.022 mmol) and tert-butyl 3-[4-(4,4,5,5-tetramethyl-1,3,2-dioxaborolan-2-yl)phenyl]sulfonylpiperidine-1-carboxylate (2.324 g, 5.148 mmol) were dissolved in MeCN (40.00 mL)/water (8.000 mL). K3PO4 (2.131 g, 10.04 mmol) was added and the mixture was degassed/flushed via nitrogen cycles (×5). Pd[P(tBu)3]2. (128.3 mg, 0.2511 mmol) was added and the reaction mixture placed under an atmosphere of nitrogen using vacuum... Reactants: CCCCCCCCBr, CS(C)=O, [H-], [Na+], O, c1ccc2[nH]ccc2c1. Product: CCCCCCCCn1ccc2ccccc21. Reaction SMILES: [CH2:12]([CH2:13][CH2:14][CH2:15][CH2:16][CH2:17][CH2:18][CH3:19])[Br:20].[CH3:22][S:23]([CH3:24])=[O:25].[H-:10].[Na+:11].[OH2:21].[nH:1]1[cH:2][cH:3][c:4]2[cH:5][cH:6][cH:7][cH:8][c:9]12>>[n:1]1([CH2:12][CH2:13][CH2:14][CH2:15][CH2:16][CH2:17][CH2:18][CH3:19])[cH:2][cH:3][c:4]2[cH:5][cH:6][cH:7][cH:8][c:9]12. The reactants are Fc1ccc(-c2nc3n(c2Br)CCC3)cc1, CC(C)Cn1c(N)nc2ccc(B(O)O)cc21, COCCOC, [Na+], [Na+], O=C([O-])[O-], O. Yields the product CC(C)Cn1c(N)nc2ccc(-c3c(-c4ccc(F)cc4)nc4n3CCC4)cc21. As a reaction SMILES: [Br:1][c:2]1[c:3](-[c:10]2[cH:11][cH:12][c:13]([F:16])[cH:14][cH:15]2)[n:4][c:5]2[n:6]1[CH2:7][CH2:8][CH2:9]2.[CH2:17]([CH:18]([CH3:19])[CH3:20])[n:21]1[c:22]([NH2:33])[n:23][c:24]2[c:25]1[cH:26][c:27]([B:30]([OH:31])[OH:32])[cH:28][cH:29]2.[CH2:40]([CH2:41][O:42][CH3:43])[O:44][CH3:45].[Na+:34].[Na+:35].[O-:36][C:37](=[O:38])[O-:39].[OH2:46]>>[c:2]1(-[c:27]2[cH:26][c:25]3[n:21]([CH2:17][CH:18]([CH3:19])[CH3:20])[c:22]([NH2:33])[n:23][c:24]3[cH:29][cH:28]2)[c:3](-[c:10]2[cH:11][cH:12][c:13]([F:16])[cH:14][cH:15]2)[n:4][c:5]2[n:6]1[CH2:7][CH2:8][CH2:9]2. The reactants are NCCCCN1C=NC=2C(=NC=3C=CC=CC3C21)N (1-(4-aminobutyl)-1H-imidazo[4,5-c]quinolin-4-amine), ClC(=O)OCC1C2=CC=CC=C2C=2C=CC=CC12 (9-fluorenylmethyl chloroformate). Solvent: ClCCl (dichloromethane). Conditions: time 1 minute. The product is NC1=NC=2C=CC=CC2C2=C1N=CN2CCCCNC(OCC2C1=CC=CC=C1C=1C=CC=CC21)=O (9H-9-Fluorenylmethyl N-[4-(4-Amino-1H-imidazo[4,5-c]quinolin-1-yl)butyl]carbamate). RXN SMILES: [NH2:1][CH2:2][CH2:3][CH2:4][CH2:5][N:6]1[C:18]2[C:17]3[CH:16]=[CH:15][CH:14]=[CH:13][C:12]=3[N:11]=[C:10]([NH2:19])[C:9]=2[N:8]=[CH:7]1.Cl[C:21]([O:23][CH2:24][CH:25]1[C:37]2[CH:36]=[CH:35][CH:34]=[CH:33][C:32]=2[C:31]2[C:26]1=[CH:27][CH:28]=[CH:29][CH:30]=2)=[O:22]>ClCCl>[NH2:19][C:10]1[C:9]2[N:8]=[CH:7][N:6]([CH2:5][CH2:4][CH2:3][CH2:2][NH:1][C:21](=[O:22])[O:23][CH2:24][CH:25]3[C:37]4[CH:36]=[CH:35][CH:34]=[CH:33][C:32]=4[C:31]4[C:26]3=[CH:27][CH:28]=[CH:29][CH:30]=4)[C:18]=2[C:17]2[CH:16]=[CH:15][CH:14]=[CH:13][C:12]=2[N:11]=1. Procedure details: To a solution of 1-(4-aminobutyl)-1H-imidazo[4,5-c]quinolin-4-amine (9.3 mg, 36 μmol) in 10 mL of dichloromethane at ambient temperature was added 9-fluorenylmethyl chloroformate (8 mg, 30 μmol) as a solid. The mixture was vortexed at room temperature for about 1 min., becoming slightly cloudy. Aminomethylpolystyrene (ca. 90 mg, 0.64 meq/g, 100-200 mesh, Bachem) was added to quench excess chloroformate, and after a few minutes the mixture was filtered through a short plug of silica gel, eluting ...